Task: describe an organic reaction: reactants, conditions, products, and yield. Dataset: the Open Reaction Database (ORD), a public repository of structured organic reaction records Reactants: CC(C)(C)ON=O, N#Cc1c(N)c([N+](=O)[O-])cc(Br)c1F, C1CCOC1, O. The product is N#Cc1cc([N+](=O)[O-])cc(Br)c1F. RXN SMILES: [N:15]([O:16][C:17]([CH3:18])([CH3:19])[CH3:20])=[O:21].[NH2:1][c:2]1[c:3]([C:4]#[N:5])[c:6]([F:14])[c:7]([Br:13])[cH:8][c:9]1[N+:10](=[O:11])[O-:12].[O:23]1[CH2:24][CH2:25][CH2:26][CH2:27]1.[OH2:22]>>[cH:2]1[c:3]([C:4]#[N:5])[c:6]([F:14])[c:7]([Br:13])[cH:8][c:9]1[N+:10](=[O:11])[O-:12].